From a dataset of the Open Reaction Database (ORD), a public repository of structured organic reaction records. describe an organic reaction: reactants, conditions, products, and yield The reagents and catalysts are [Br-].C[N+](C)(C)C (tetramethylammonium bromide). The product is C[B-](C1=CC=CC=C1)(C1=CC=CC=C1)C1=CC=CC=C1.[Li+] (lithium methyltriphenylborate). The reactants are C1(=CC=CC=C1)B(C1=CC=CC=C1)C1=CC=CC=C1 (triphenylborane), C[Li] (methyllithium). RXN SMILES: [C:1]1([B:7]([C:14]2[CH:19]=[CH:18][CH:17]=[CH:16][CH:15]=2)[C:8]2[CH:13]=[CH:12][CH:11]=[CH:10][CH:9]=2)[CH:6]=[CH:5][CH:4]=[CH:3][CH:2]=1.[CH3:20][Li:21]>[Br-].C[N+](C)(C)C>[CH3:20][B-:7]([C:1]1[CH:2]=[CH:3][CH:4]=[CH:5][CH:6]=1)([C:8]1[CH:13]=[CH:12][CH:11]=[CH:10][CH:9]=1)[C:14]1[CH:15]=[CH:16][CH:17]=[CH:18][CH:19]=1.[Li+:21] |f:2.3,4.5|. Procedure details: More specifically, in the case of the tetramethylammonium methyltriphenylborate, phenyl bromide is reacted with metallic magnesium in diethyl ether to prepare a Grignard reagent, the reagent is added dropwise to a solution containing boron trifluoride diethyl etherate dissolved in diethyl ether, the mixed solution is stirred for several hours to obtain triphenylborane, the triphenylborane obtained is added to methyllithium without passing through isolation to form lithium methyltriphenylborate, ... Product: OC=1C=C(C=CC1O)C=1OC2=CC=C(C=C2C(C1O)=O)OC (2-(3,4-Dihydroxyphenyl)-3-hydroxy-6-methoxy-4H-chromen-4-one). Procedure details: The reaction was conducted according to the same procedure as Example 57 except that 50 mg (159 pmol) of the compound obtained in Example 5 instead of the compound obtained in Example 12 and 1.5 molar equivalents of boron tribromide (BBr3) were used. Then the resulting product was separated by preparative TLC to give 28 mg of the title compound in a yield of 60%. RXN SMILES: [O:1]1[C:5]2[CH:6]=[CH:7][C:8]([C:10]3[O:11][C:12]4[C:17]([C:18](=[O:21])[C:19]=3[OH:20])=[CH:16][C:15]([O:22][CH3:23])=[CH:14][CH:13]=4)=[CH:9][C:4]=2[O:3]C1.B(Br)(Br)Br>>[OH:3][C:4]1[CH:9]=[C:8]([C:10]2[O:11][C:12]3[C:17]([C:18](=[O:21])[C:19]=2[OH:20])=[CH:16][C:15]([O:22][CH3:23])=[CH:14][CH:13]=3)[CH:7]=[CH:6][C:5]=1[OH:1]. Reactants: O1COC2=C1C=CC(=C2)C=2OC1=CC=C(C=C1C(C2O)=O)OC (2-(Benzo[1,3]dioxol-5-yl)-3-hydroxy-6-methoxy-chromen-4-one), B(Br)(Br)Br (boron tribromide). Isolated yield 58648816.0%.